This data is from the Open Reaction Database (ORD), a public repository of structured organic reaction records. The task is: describe an organic reaction: reactants, conditions, products, and yield Starting materials: resultant mixture, C(Cl)(Cl)Cl (Chloroform), NCCNC1=CC=C(C=C1)Cl (N-(2-aminoethyl)-p-chloroaniline), ClC1=NC=CC=C1[N+](=O)[O-] (2-chloro-3-nitropyridine), resultant solution. Run in C(C)N(CC)CC (Triethylamine). Conditions: time 2 hour. Product: ClC1=CC=C(C=C1)NCCNC1=NC=CC=C1[N+](=O)[O-] (2-[2-(4-Chlorophenyamino)ethylamino]-3-nitropyridine). The yield is 97.9%. As a reaction SMILES: C(Cl)(Cl)Cl.[NH2:5][CH2:6][CH2:7][NH:8][C:9]1[CH:14]=[CH:13][C:12]([Cl:15])=[CH:11][CH:10]=1.Cl[C:17]1[C:22]([N+:23]([O-:25])=[O:24])=[CH:21][CH:20]=[CH:19][N:18]=1>C(N(CC)CC)C>[Cl:15][C:12]1[CH:13]=[CH:14][C:9]([NH:8][CH2:7][CH2:6][NH:5][C:17]2[C:22]([N+:23]([O-:25])=[O:24])=[CH:21][CH:20]=[CH:19][N:18]=2)=[CH:10][CH:11]=1. Procedure: Chloroform (1000 ml) was added to N-(2-aminoethyl)-p-chloroaniline (116.67 g) and the mixture was dissolved. Triethylamine (83.02 g) and 2-chloro-3-nitropyridine (108.40 g) were added to the resultant solution on ice in this order and stirred for 2 hours at room temperature. Subsequently, the resultant mixture was refluxed for one hour, cooled, washed with water (500 ml×2), and the aqueous layer was extracted with chloroform (500 ml). The aqueous layer was combined with the chloroform layer, was... The reactants are C(=O)([O-])[O-].[Na+].[Na+] (Na2CO3), [Al+3].[Cl-].[Cl-].[Cl-] (AlCl3), C(=O)(C)Cl (AcCl), CN(CCCN1C=2C=C(C=CC2C=2C3=C(C=CC12)C(CC3)=O)OC)C (6-[3-(Dimethylamino)propyl]-8-methoxy-1,6-dihydrocyclopenta[c]carbazol-3(2H)-one). Run in C1(=CC=CC=C1)[N+](=O)[O-] (PhNO2), O (water). Run at time 40 minute. Product: C(C)(=O)C1=CC=2C=3C4=C(C=CC3N(C2C=C1OC)CCCN(C)C)C(CC4)=O (9-Acetyl-6-[3-(dimethylamino)propyl]-8-methoxy-1,6-dihydrocyclopenta[c]carbazol-3(2H)-one). RXN SMILES: [CH3:1][N:2]([CH3:25])[CH2:3][CH2:4][CH2:5][N:6]1[C:18]2[CH:17]=[CH:16][C:15]3[C:19](=[O:22])[CH2:20][CH2:21][C:14]=3[C:13]=2[C:12]2[CH:11]=[CH:10][C:9]([O:23][CH3:24])=[CH:8][C:7]1=2.[Al+3].[Cl-].[Cl-].[Cl-].[C:30](Cl)([CH3:32])=[O:31].C([O-])([O-])=O.[Na+].[Na+]>C1([N+]([O-])=O)C=CC=CC=1.O>[C:30]([C:10]1[C:9]([O:23][CH3:24])=[CH:8][C:7]2[N:6]([CH2:5][CH2:4][CH2:3][N:2]([CH3:1])[CH3:25])[C:18]3[CH:17]=[CH:16][C:15]4[C:19](=[O:22])[CH2:20][CH2:21][C:14]=4[C:13]=3[C:12]=2[CH:11]=1)(=[O:31])[CH3:32] |f:1.2.3.4,6.7.8|. Procedure: A solution of compound 37 (0.84 g, 2.51 mmol) in PhNO2 (20 mL) was cooled in an ice bath. Then AlCl3 (1.7 g, 12.7 mmol, 5 eq.) and after that, AcCl (0.9 mL, 12.7 mmol, 5 eq.) were added. The mixture was kept for 40 min (LC/MS monitoring), diluted with water, neutralized with Na2CO3, extracted with CHCl3, and evaporated. The product was purified on a short thick column, eluent: CHCl3-MeOH 99:1→90:10. Yield of 38: 0.658 g (69%). Starting materials: N[C@@H](CS)C(=O)O ((R)-cysteine), CO (methanol), N[C@@H](CS)C(=O)O (cysteine), S(=O)(Cl)Cl (thionyl chloride). Conditions: temperature -78 celsius, time 8 hour. Product: Cl.COC([C@@H](N)CS)=O ((R)-cysteine methyl ester hydrochloride), syrup. Isolated yield 100.0%. RXN SMILES: [NH2:1][C@H:2]([C:5]([OH:7])=[O:6])[CH2:3][SH:4].S(Cl)([Cl:10])=O.[CH3:12]O>>[ClH:10].[CH3:12][O:6][C:5](=[O:7])[C@H:2]([CH2:3][SH:4])[NH2:1] |f:3.4|. Reported procedure: To a suspension of (R)-cysteine (40.0 g, 0.330 mole) in 400 ml of methanol maintained under nitrogen at -78° C. was added thionyl chloride (28 ml, 0.384 mole). The cysteine slowly dissolved to form a clear solution. The solution was stirred overnight at room temperature and then evaporated under vacuum to yield (R)-cysteine methyl ester hydrochloride as a colorless, sticky syrup (57.0 g, 100% yield). The product solidified upon standing. Reaction SMILES: [C:1]([O:2][C:3](=[O:4])[NH:7][c:8]1[c:9]([NH:22][C:23]([CH2:24][C:25](=[O:5])[c:27]2[cH:28][c:29](-[c:33]3[cH:34][c:35]([CH3:38])[n:36][o:37]3)[cH:30][cH:31][cH:32]2)=[O:39])[cH:10][c:11]([C:18]([F:19])([F:20])[F:21])[c:12]([N:14]2[CH2:15][CH2:16][CH2:17]2)[cH:13]1)([CH3:6])([CH3:26])[CH3:40].[Cl:48][CH2:49][Cl:50].[F:41][C:42]([F:43])([F:44])[C:45]([OH:46])=[O:47]>>[N:7]1=[C:25]([c:27]2[cH:28][c:29](-[c:33]3[cH:34][c:35]([CH3:38])[n:36][o:37]3)[cH:30][cH:31][cH:32]2)[CH2:24][C:23](=[O:39])[NH:22][c:9]2[c:8]1[cH:13][c:12]([N:14]1[CH2:15][CH2:16][CH2:17]1)[c:11]([C:18]([F:19])([F:20])[F:21])[cH:10]2. The product is Cc1cc(-c2cccc(C3=Nc4cc(N5CCC5)c(C(F)(F)F)cc4NC(=O)C3)c2)on1. Reactants: Cc1cc(-c2cccc(C(=O)CC(=O)Nc3cc(C(F)(F)F)c(N4CCC4)cc3NC(=O)OC(C)(C)C)c2)on1, ClCCl, O=C(O)C(F)(F)F.